From a dataset of the Open Reaction Database (ORD), a public repository of structured organic reaction records. describe an organic reaction: reactants, conditions, products, and yield Starting materials: ClC=1C=C2C=CNC2=CC1 (5-chloro-1H-indole), C([O-])([O-])=O.[K+].[K+] (potassium carbonate), CuBr, Cu bronze, Cl (hydrochloride), Cl.BrC1=CC=NC=C1 (4-bromopyridine, hydrochloride). Run in CN1C(CCC1)=O (N-methyl-2-pyrrolidone). Run at temperature 140 celsius, time 8 hour. The product is ClC=1C=C2C=CN(C2=CC1)C1=CC=NC=C1 (5- chloro-1-(4-pyridyl)-1H-indole). Isolated yield 192.7%. RXN SMILES: [Cl:1][C:2]1[CH:3]=[C:4]2[C:8](=[CH:9][CH:10]=1)[NH:7][CH:6]=[CH:5]2.C(=O)([O-])[O-].[K+].[K+].Cl.Cl.Br[C:20]1[CH:25]=[CH:24][N:23]=[CH:22][CH:21]=1>CN1CCCC1=O>[Cl:1][C:2]1[CH:3]=[C:4]2[C:8](=[CH:9][CH:10]=1)[N:7]([C:20]1[CH:25]=[CH:24][N:23]=[CH:22][CH:21]=1)[CH:6]=[CH:5]2 |f:1.2.3,5.6|. Procedure details: To a solution of 5-chloro-1H-indole (20 g) in N-methyl-2-pyrrolidone (450 mL) were added potassium carbonate (82 g), CuBr (7.5 g), and Cu bronze (3 g). The mixture was heated to 140° C. and 4-bromopyrinde, hydrochloride (22 g). The mixture was heated for 1 hour at 150° C. and further 4-bromopyridine, hydrochloride (15 g) was added. This procedure was repeated twice and the mixture was finally heated overnight at 150° C. After cooling precipitated inorganic salts were filtered off. Water (2 L), e...